The task is: describe an organic reaction: reactants, conditions, products, and yield. This data is from the Open Reaction Database (ORD), a public repository of structured organic reaction records. Reactants: C(C1=CC=CC=C1)ONC(=O)CN(C(=O)C1=CC=C2C(=NN(C2=C1)C1CCCC1)CC)C (1cyclopentyl-3ethyl-1H-indazole-6-carboxylic acid (benzyloxycarbamoyl-methyl)-methyl amide). The reagents and catalysts are [OH-].[OH-].[Pd+2] (Pd(OH)2/C). Product: ONC(=O)CN(C(=O)C1=CC=C2C(=NN(C2=C1)C1CCCC1)CC)C (1-Cyclopentyl-3-ethyl-1H-indazole-6carboxylic acid hydroxycarbamoylmethyl-methyl amide). Isolated yield 78.1%. As a reaction SMILES: C([O:8][NH:9][C:10]([CH2:12][N:13]([CH3:32])[C:14]([C:16]1[CH:24]=[C:23]2[C:19]([C:20]([CH2:30][CH3:31])=[N:21][N:22]2[CH:25]2[CH2:29][CH2:28][CH2:27][CH2:26]2)=[CH:18][CH:17]=1)=[O:15])=[O:11])C1C=CC=CC=1>[OH-].[OH-].[Pd+2]>[OH:8][NH:9][C:10]([CH2:12][N:13]([CH3:32])[C:14]([C:16]1[CH:24]=[C:23]2[C:19]([C:20]([CH2:30][CH3:31])=[N:21][N:22]2[CH:25]2[CH2:29][CH2:28][CH2:27][CH2:26]2)=[CH:18][CH:17]=1)=[O:15])=[O:11] |f:1.2.3|. Procedure details: This compound was prepared according to the method of Example 38, using 126 mg (0.290 mmol, 1.0 equiv) 1cyclopentyl-3ethyl-1H-indazole-6-carboxylic acid (benzyloxycarbamoyl-methyl)-methyl amide as starting material and 40 mg of Pd(OH)2/C (Pearlman's catalyst) as catalyst, to give 78 mg (78%) of a light tan powder: mp 63° C. (dec); HRMS calcd for C18H24N4O3+H: 345,19285. Found: 345.1912. The reactants are CC(C)n1cc(Br)cn1, O=C([O-])[O-], CN(C)C=O, [Na+], [Na+], O, CC(c1ccc(B2OC(C)(C)C(C)(C)O2)cc1)N1CCC(CC(C)(C)O)(c2ccccc2)OC1=O. Product: CC(c1ccc(-c2cnn(C(C)C)c2)cc1)N1CCC(CC(C)(C)O)(c2ccccc2)OC1=O. RXN SMILES: [Br:7][c:8]1[cH:9][n:10][n:11]([CH:13]([CH3:14])[CH3:15])[cH:12]1.[C:1](=[O:2])([O-:3])[O-:4].[CH3:52][N:53]([CH3:54])[CH:55]=[O:56].[Na+:5].[Na+:6].[OH2:51].[OH:16][C:17]([CH2:18][C:19]1([c:43]2[cH:44][cH:45][cH:46][cH:47][cH:48]2)[CH2:20][CH2:21][N:22]([CH:26]([CH3:27])[c:28]2[cH:29][cH:30][c:31]([B:34]3[O:35][C:36]([CH3:37])([CH3:38])[C:39]([CH3:40])([CH3:41])[O:42]3)[cH:32][cH:33]2)[C:23](=[O:25])[O:24]1)([CH3:49])[CH3:50]>>[c:8]1(-[c:31]2[cH:30][cH:29][c:28]([CH:26]([N:22]3[CH2:21][CH2:20][C:19]([CH2:18][C:17]([OH:16])([CH3:49])[CH3:50])([c:43]4[cH:44][cH:45][cH:46][cH:47][cH:48]4)[O:24][C:23]3=[O:25])[CH3:27])[cH:33][cH:32]2)[cH:9][n:10][n:11]([CH:13]([CH3:14])[CH3:15])[cH:12]1.